From a dataset of the Open Reaction Database (ORD), a public repository of structured organic reaction records. describe an organic reaction: reactants, conditions, products, and yield Starting materials: CN(C)C=O, CC(=O)OCC=C(C)CCl, O=S([O-])c1ccc(C(F)(F)F)cc1, [Li+]. Yields the product CC(=O)OCC=C(C)CS(=O)(=O)c1ccc(C(F)(F)F)cc1. As a reaction SMILES: [CH3:25][N:26]([CH3:27])[CH:28]=[O:29].[Cl:15][CH2:16][C:17](=[CH:18][CH2:19][O:20][C:21]([CH3:22])=[O:23])[CH3:24].[F:1][C:2]([c:3]1[cH:4][cH:5][c:6]([S:9](=[O:10])[O-:11])[cH:7][cH:8]1)([F:12])[F:13].[Li+:14]>>[F:1][C:2]([c:3]1[cH:4][cH:5][c:6]([S:9](=[O:10])(=[O:11])[CH2:16][C:17](=[CH:18][CH2:19][O:20][C:21]([CH3:22])=[O:23])[CH3:24])[cH:7][cH:8]1)([F:12])[F:13]. Starting materials: Acetoacetic Ester, C(C=C)Cl (allyl chloride), C(CC(=O)C)(=O)OC (methyl acetoacetate), C(CC(=O)C)(=O)OC (methyl acetoacetate), C(C=C)Br (allyl bromide). Reagents/catalysts: CCCCCCCC[N+](C)(CCCCCCCC)CCCCCCCC.[Cl-] (Aliquat 336). Yields the product C(=O)(OC)C(CC=C)C(C)=O (4-carbomethoxy-1-hexen-5-one). Yield: 30.0%. Reaction SMILES: [CH2:1](Cl)[CH:2]=[CH2:3].[C:5]([O:11][CH3:12])(=[O:10])[CH2:6][C:7]([CH3:9])=[O:8].C(Br)C=C>CCCCCCCC[N+](CCCCCCCC)(CCCCCCCC)C.[Cl-]>[C:5]([CH:6]([C:7](=[O:8])[CH3:9])[CH2:3][CH:2]=[CH2:1])([O:11][CH3:12])=[O:10] |f:3.4|. Procedure: In J. Org. Chem., Vol. 39, No. 22, 1974 at page 3271, an article by Durst & Liebeskind entitled, "Phase Transfer Catalysis. The Acetoacetic Ester Condensation" indicates that reaction of allyl chloride with methyl acetoacetate gives rise to a 30% yield of 4-carbomethoxy-1-hexen-5-one and reaction of methyl acetoacetate with allyl bromide in the presence of an Aliquat 336® catalyst gives rise to a 94.7% yield of 4-carbomethoxy-1-hexen-5-one. The reaction is carried out however in the presence of ... Starting materials: [BH4-], CC(C)CCCN, CO, COc1cc(C=O)ccc1Oc1ccc(C(N)=O)cn1, [Na+]. Yields the product COc1cc(CNCCCC(C)C)ccc1Oc1ccc(C(N)=O)cn1. As a reaction SMILES: [BH4-:28].[CH3:21][CH:22]([CH2:23][CH2:24][CH2:25][NH2:26])[CH3:27].[CH3:30][OH:31].[CH:1](=[O:2])[c:3]1[cH:4][c:5]([O:19][CH3:20])[c:6]([O:7][c:8]2[n:9][cH:10][c:11]([C:12](=[O:13])[NH2:14])[cH:15][cH:16]2)[cH:17][cH:18]1.[Na+:29]>>[CH2:1]([c:3]1[cH:4][c:5]([O:19][CH3:20])[c:6]([O:7][c:8]2[n:9][cH:10][c:11]([C:12](=[O:13])[NH2:14])[cH:15][cH:16]2)[cH:17][cH:18]1)[NH:26][CH2:25][CH2:24][CH2:23][CH:22]([CH3:21])[CH3:27].